This data is from the Open Reaction Database (ORD), a public repository of structured organic reaction records. The task is: describe an organic reaction: reactants, conditions, products, and yield Reactants: ClC1=C(C=CC=C1)N1N=C(C=C1C1=CC(=C(C=C1)C1=CC(=CC=C1)S(=O)(=O)C)C(=O)N1CCOCC1)C(F)(F)F ((4-(1-(2-chlorophenyl)-3-(trifluoromethyl)-1H-pyrazol-5-yl)-3′-(methylsulfonyl)biphenyl-2-yl)(morpholino)-methanone), CO (MeOH). Solvent: C1CCOC1 (THF). Run at temperature 20 celsius, time 8 hour. Yields the product ClC1=C(C=CC=C1)N1N=C(C=C1C1=CC(=C(C=C1)C1=CC(=CC=C1)S(=O)(=O)C)CN1CCOCC1)C(F)(F)F (4-((4-(1-(2-chlorophenyl)-3-(trifluoromethyl)-1H-pyrazol-5-yl)-3′-(methylsulfonyl)biphenyl-2-yl)methyl)morpholine). Isolated yield 44.5%. Reaction SMILES: [Cl:1][C:2]1[CH:7]=[CH:6][CH:5]=[CH:4][C:3]=1[N:8]1[C:12]([C:13]2[CH:18]=[CH:17][C:16]([C:19]3[CH:24]=[CH:23][CH:22]=[C:21]([S:25]([CH3:28])(=[O:27])=[O:26])[CH:20]=3)=[C:15]([C:29]([N:31]3[CH2:36][CH2:35][O:34][CH2:33][CH2:32]3)=O)[CH:14]=2)=[CH:11][C:10]([C:37]([F:40])([F:39])[F:38])=[N:9]1.CO>C1COCC1>[Cl:1][C:2]1[CH:7]=[CH:6][CH:5]=[CH:4][C:3]=1[N:8]1[C:12]([C:13]2[CH:18]=[CH:17][C:16]([C:19]3[CH:24]=[CH:23][CH:22]=[C:21]([S:25]([CH3:28])(=[O:26])=[O:27])[CH:20]=3)=[C:15]([CH2:29][N:31]3[CH2:36][CH2:35][O:34][CH2:33][CH2:32]3)[CH:14]=2)=[CH:11][C:10]([C:37]([F:38])([F:39])[F:40])=[N:9]1. Procedure: To a solution of BH3 (1 M, 4 mL) in THF was added (4-(1-(2-chlorophenyl)-3-(trifluoromethyl)-1H-pyrazol-5-yl)-3′-(methylsulfonyl)biphenyl-2-yl)(morpholino)-methanone (4.60 mg, 0.78 mmol) and the solution was stirred overnight at 20° C. MeOH was added to quench borane and solvent was evaporated to afford a crude, which was purified by column chromatography on silica gel eluting with MeOH-DCM (1:19) to afford 4-((4-(1-(2-chlorophenyl)-3-(trifluoromethyl)-1H-pyrazol-5-yl)-3′-(methylsulfonyl)bipheny... The product is C(C)(C)(C)OC(=O)N1CCC(CC1)N1N=CC=2C1=NC=NC2OC=2C=NC=C(C2)Cl (4-[4-(5-Chloro-pyridin-3-yloxy)-pyrazolo[3,4-d]pyrimidin-1-yl]-piperidine-1-carboxylic acid tert-butyl ester). Procedure: 4-[4-(5-Chloro-pyridin-3-yloxy)-pyrazolo[3,4-d]pyrimidin-1-yl]-piperidine-1-carboxylic acid tert-butyl ester (10 mg, 16%) was prepared using the procedure described for the preparation of Example 96, by the reaction of 4-(4-chloro-pyrazolo[3,4-d]pyrimidin-1-yl)-piperidine-1-carboxylic acid tert-butyl ester (Intermediate 19; 50 mg, 0.15 mmol) with 5-chloro-3-pyridinol (Aldrich Chemical Company, Inc., Milwaukee, Wis., USA 25 mg, 0.19 mmol) in the presence of potassium carbonate (27 mg, 0.19 mmol) ... As a reaction SMILES: [C:1]([O:5][C:6]([N:8]1[CH2:13][CH2:12][CH:11]([N:14]2[C:18]3=[N:19][CH:20]=[N:21][C:22](Cl)=[C:17]3[CH:16]=[N:15]2)[CH2:10][CH2:9]1)=[O:7])([CH3:4])([CH3:3])[CH3:2].[Cl:24][C:25]1[CH:26]=[C:27]([OH:31])[CH:28]=[N:29][CH:30]=1.C(=O)([O-])[O-].[K+].[K+]>CN(C)C=O>[C:1]([O:5][C:6]([N:8]1[CH2:13][CH2:12][CH:11]([N:14]2[C:18]3=[N:19][CH:20]=[N:21][C:22]([O:31][C:27]4[CH:28]=[N:29][CH:30]=[C:25]([Cl:24])[CH:26]=4)=[C:17]3[CH:16]=[N:15]2)[CH2:10][CH2:9]1)=[O:7])([CH3:3])([CH3:4])[CH3:2] |f:2.3.4|. Isolated yield 15.5%. The reactants are C(C)(C)(C)OC(=O)N1CCC(CC1)N1N=CC=2C1=NC=NC2Cl (4-(4-chloro-pyrazolo[3,4-d]pyrimidin-1-yl)-piperidine-1-carboxylic acid tert-butyl ester), C(C)(C)(C)OC(=O)N1CCC(CC1)N1N=CC=2C1=NC=NC2Cl (4-(4-chloro-pyrazolo[3,4-d]pyrimidin-1-yl)-piperidine-1-carboxylic acid tert-butyl ester), ClC=1C=C(C=NC1)O (5-chloro-3-pyridinol), C([O-])([O-])=O.[K+].[K+] (potassium carbonate). Solvent: CN(C=O)C (dimethylformamide). Reactants: Cc1cc2nc3c4cc([N+](=O)[O-])ccc4n(CCN(C)C)c3nc2cc1C, [H][H]. Product: Cc1cc2nc3c4cc(N)ccc4n(CCN(C)C)c3nc2cc1C. Reaction SMILES: [CH3:1][c:2]1[cH:3][c:4]2[n:5][c:6]3[c:7]([n:8][c:9]2[cH:10][c:11]1[CH3:12])[n:13]([CH2:23][CH2:24][N:25]([CH3:26])[CH3:27])[c:14]1[cH:15][cH:16][c:17]([N+:20]([O-:21])=[O:22])[cH:18][c:19]31.[H:28][H:29]>>[CH3:1][c:2]1[cH:3][c:4]2[n:5][c:6]3[c:7]([n:8][c:9]2[cH:10][c:11]1[CH3:12])[n:13]([CH2:23][CH2:24][N:25]([CH3:26])[CH3:27])[c:14]1[cH:15][cH:16][c:17]([NH2:20])[cH:18][c:19]31. Starting materials: O=C1N(CC2=CC=CC=C12)C(=O)NCCC1=CC=C(C=C1)S(=O)O (4-[2-(1-oxo-isoindoline-2-carboxamido)-ethyl]-benzenesulfinic acid), S(=O)(=O)(O)Cl (sulfochloride), S(=O)([O-])[O-].[Na+].[Na+] (sodium sulfite), ONC(=O)NCCCC (N-hydroxy-N'-butyl-urea), S(=O)(Cl)Cl (thionyl chloride), N (ammonia). Run in O (water), O1CCOCC1 (dioxane), O1CCOCC1 (dioxane). Product: O=C1N(CC2=CC=CC=C12)C(=O)NCCC1=CC=C(C=C1)S(=O)(=O)NC(=O)NCCCC (N-(4-[2-(1-oxo-isoindoline-2-carboxamido)-ethyl]-benzenesulfonyl)-N'-butyl-urea). As a reaction SMILES: [O:1]=[C:2]1[C:10]2[C:5](=[CH:6][CH:7]=[CH:8][CH:9]=2)[CH2:4][N:3]1[C:11]([NH:13][CH2:14][CH2:15][C:16]1[CH:21]=[CH:20][C:19]([S:22]([OH:24])=[O:23])=[CH:18][CH:17]=1)=[O:12].S(Cl)(O)(=O)=O.S([O-])([O-])=O.[Na+].[Na+].O[NH:37][C:38]([NH:40][CH2:41][CH2:42][CH2:43][CH3:44])=[O:39].S(Cl)(Cl)=O.N>O1CCOCC1.O>[O:1]=[C:2]1[C:10]2[C:5](=[CH:6][CH:7]=[CH:8][CH:9]=2)[CH2:4][N:3]1[C:11]([NH:13][CH2:14][CH2:15][C:16]1[CH:17]=[CH:18][C:19]([S:22]([NH:37][C:38]([NH:40][CH2:41][CH2:42][CH2:43][CH3:44])=[O:39])(=[O:24])=[O:23])=[CH:20][CH:21]=1)=[O:12] |f:2.3.4|. Procedure details: 3.4 g of 4-[2-(1-oxo-isoindoline-2-carboxamido)-ethyl]-benzenesulfinic acid (crude product, prepared by reduction of the sulfochloride with sodium sulfite) and 1.4 g of N-hydroxy-N'-butyl-urea are suspended in 40 ml of dioxane and a solution of 1 ml of thionyl chloride in 10 ml of dioxane is added dropwise while stirring. The mixture is then heated for 2 hours to 60° C., whereby a limpid solution is formed. The solution is poured into water, the precipitated substance is treated with dilute ammo... Reactants: COC1=CC=C2C(=CNC2=C1)C=1CCNCC1 (6-methoxy-3-(1,2,3,6-tetrahydropyridin-4-yl)-1H-indole), CN(C=O)C (dimethylformamide), C([O-])([O-])=O.[Na+].[Na+] (sodium carbonate), C(CC)I (propyl iodide). The solvent is O (water). Reaction conditions: time 5 hour. Yields the product COC1=CC=C2C(=CNC2=C1)C=1CCN(CC1)CCC (6-methoxy-3-(1-propyl-1,2,3,6-tetrahydropyridin-4-yl)-1H-indole). Yield: 83.6%. Reaction SMILES: [CH3:1][O:2][C:3]1[CH:11]=[C:10]2[C:6]([C:7]([C:12]3[CH2:13][CH2:14][NH:15][CH2:16][CH:17]=3)=[CH:8][NH:9]2)=[CH:5][CH:4]=1.CN(C)C=O.C(=O)([O-])[O-].[Na+].[Na+].[CH2:29](I)[CH2:30][CH3:31]>O>[CH3:1][O:2][C:3]1[CH:11]=[C:10]2[C:6]([C:7]([C:12]3[CH2:13][CH2:14][N:15]([CH2:29][CH2:30][CH3:31])[CH2:16][CH:17]=3)=[CH:8][NH:9]2)=[CH:5][CH:4]=1 |f:2.3.4|. Procedure details: A mixture of 10 g of the product of Step A, 200 ml of dimethylformamide, 9.28 g of sodium carbonate and 8.93 g of propyl iodide was stirred under an inert atmosphere for 5 hours and was then poured into 1.5 liters of water. The mixture was allowed to crystallize and was stirred for one hour and then vacuum filtered. The recovered product was rinsed with water and dried at 50° C. under reduced pressure in the presence of a dehydrating agent to obtain 9.9 g of 6-methoxy-3-(1-propyl-1,2,3,6-tetrahy...